This data is from the Open Reaction Database (ORD), a public repository of structured organic reaction records. The task is: describe an organic reaction: reactants, conditions, products, and yield Starting materials: O1CCNCC12CCN(CC2)C(=O)OC(C)(C)C (tert-butyl 1-oxa-4,9-diazaspiro[5.5]undecane-9-carboxylate), [OH-].[Na+] (sodium hydroxide), ClC(=O)OCC1=CC=CC=C1 (benzyl chloroformate). Solvent: O1CCOCC1 (dioxane). Conditions: time 16 hour. The product is O1CCN(CC12CCN(CC2)C(=O)OC(C)(C)C)C(=O)OCC2=CC=CC=C2 (4-benzyl 9-tert-butyl 1-oxa-4,9-diazaspiro[5.5]undecane-4,9-dicarboxylate). Reaction SMILES: [O:1]1[C:6]2([CH2:11][CH2:10][N:9]([C:12]([O:14][C:15]([CH3:18])([CH3:17])[CH3:16])=[O:13])[CH2:8][CH2:7]2)[CH2:5][NH:4][CH2:3][CH2:2]1.[OH-].[Na+].Cl[C:22]([O:24][CH2:25][C:26]1[CH:31]=[CH:30][CH:29]=[CH:28][CH:27]=1)=[O:23]>O1CCOCC1>[O:1]1[C:6]2([CH2:11][CH2:10][N:9]([C:12]([O:14][C:15]([CH3:18])([CH3:17])[CH3:16])=[O:13])[CH2:8][CH2:7]2)[CH2:5][N:4]([C:22]([O:24][CH2:25][C:26]2[CH:31]=[CH:30][CH:29]=[CH:28][CH:27]=2)=[O:23])[CH2:3][CH2:2]1 |f:1.2|. Reported procedure: To a mixture of tert-butyl 1-oxa-4,9-diazaspiro[5.5]undecane-9-carboxylate (5.80 g) and dioxane (100 mL), 1 M aqueous sodium hydroxide (24.9 mL) and benzyl chloroformate (3.55 mL) were added sequentially under ice cooling and stirred at room temperature for 16 hours. The reaction mixture was concentrated under reduced pressure and then extracted with ethyl acetate. The organic layer was concentrated under reduced pressure, and the residue was purified by silica gel column chromatography (eluent;... The reactants are CO, [H][H], Nc1cc(S(=O)c2ccccc2)ccc1[N+](=O)[O-]. The product is Nc1ccc(S(=O)c2ccccc2)cc1N. RXN SMILES: [CH3:21][OH:22].[H:19][H:20].[NH2:1][c:2]1[c:3]([N+:16]([O-:17])=[O:18])[cH:4][cH:5][c:6]([S:8](=[O:9])[c:10]2[cH:11][cH:12][cH:13][cH:14][cH:15]2)[cH:7]1>>[NH2:1][c:2]1[c:3]([NH2:16])[cH:4][cH:5][c:6]([S:8](=[O:9])[c:10]2[cH:11][cH:12][cH:13][cH:14][cH:15]2)[cH:7]1. The yield is 73.0%. Procedure details: 3.0 g (8.9 mmol)-8-(trans-2,3-dihydro-2-hydroxy-1-indenylamino)-2,3-dimethyl-imidazo[1,2-a]pyridine-6-carboxylic acid and 3.7 g (11.6 mmol) —O-(1H-benzotriazol-1-yl)-N,N,N′,N′-tetramethyluronium tetrafluoroborate (TBTU) are suspended in 150 ml dichloromethane and 3.2 ml (17.8 mmol) dimethylamine (5.6 M in ethanol) are added to the reaction mixture. After stirring for 16 h at room temperature, the reaction mixture is extracted with saturated aqueous sodium hydrogencarbonate. The organic phase is ... Run at time 16 hour. Reactants: O[C@H]1[C@@H](C2=CC=CC=C2C1)NC=1C=2N(C=C(C1)C(=O)O)C(=C(N2)C)C (8-(trans-2,3-dihydro-2-hydroxy-1-indenylamino)-2,3-dimethyl-imidazo[1,2-a]pyridine-6-carboxylic acid), —O-(1H-benzotriazol-1-yl)-N,N,N′,N′-tetramethyluronium tetrafluoroborate, CNC (dimethylamine). The solvent is ClCCl (dichloromethane). RXN SMILES: [OH:1][C@@H:2]1[CH2:10][C:9]2[C:4](=[CH:5][CH:6]=[CH:7][CH:8]=2)[C@H:3]1[NH:11][C:12]1[C:13]2[N:14]([C:21]([CH3:25])=[C:22]([CH3:24])[N:23]=2)[CH:15]=[C:16]([C:18]([OH:20])=O)[CH:17]=1.[CH3:26][NH:27][CH3:28]>ClCCl>[OH:1][C@@H:2]1[CH2:10][C:9]2[C:4](=[CH:5][CH:6]=[CH:7][CH:8]=2)[C@H:3]1[NH:11][C:12]1[C:13]2[N:14]([C:21]([CH3:25])=[C:22]([CH3:24])[N:23]=2)[CH:15]=[C:16]([C:18]([N:27]([CH3:28])[CH3:26])=[O:20])[CH:17]=1. Product: O[C@H]1[C@@H](C2=CC=CC=C2C1)NC=1C=2N(C=C(C1)C(=O)N(C)C)C(=C(N2)C)C (8-(trans-2,3-Dihydro-2-hydroxy-1-indenylamino)-6-(N,N-dimethylamino-carbonyl)-2,3-dimethyl-imidazo[1,2-a]pyridine). Starting materials: CC=1SC(=C(N1)C)C=O (2,4-dimethylthiazole-5-carboxaldehyde), C1(=CC=CC=C1)P(=CC(C)=O)(C1=CC=CC=C1)C1=CC=CC=C1 (1-triphenylphosphoranylidene-2-propanone), O (water). Run in CS(=O)C (dimethylsulphoxide). Yields the product CC=1SC(=C(N1)C)C=CC(C)=O (1-(2,4-dimethyl-5-thiazolyl)but-1-en-3-one). The yield is 81.8%. As a reaction SMILES: [CH3:1][C:2]1[S:3][C:4]([CH:8]=O)=[C:5]([CH3:7])[N:6]=1.C1(P(C2C=CC=CC=2)(C2C=CC=CC=2)=[CH:17][C:18](=[O:20])[CH3:19])C=CC=CC=1.O>CS(C)=O>[CH3:1][C:2]1[S:3][C:4]([CH:8]=[CH:17][C:18](=[O:20])[CH3:19])=[C:5]([CH3:7])[N:6]=1. Procedure details: A solution of 2,4-dimethylthiazole-5-carboxaldehyde (2.0 g) and 1-triphenylphosphoranylidene-2-propanone (8.2 g) in dimethylsulphoxide (140 ml) was stirred at ambient temperature for 24 hr. The solution was poured into water (400 ml) and extracted with dichloromethane. The dried (Na2SO4) organic extract was evaporated and the residue was purified by column chromatography over silica with ethyl acetate/n-hexane (1:1 v/v) elution to give 1-(2,4-dimethyl-5-thiazolyl)but-1-en-3-one (2.1 g). Pmr spec... The reactants are Cc1cccc(C(=O)O)n1, Cc1cccc(-c2sc(C)nc2C(=O)N2CC3CC(C)CC3C2CN)c1. Product: Cc1cccc(-c2sc(C)nc2C(=O)N2CC3CC(C)CC3C2CNC(=O)c2cccc(C)n2)c1. RXN SMILES: [CH3:27][c:28]1[cH:29][cH:30][cH:31][c:32]([C:34](=[O:35])[OH:36])[n:33]1.[NH2:1][CH2:2][CH:3]1[CH:4]2[CH2:5][CH:6]([CH3:26])[CH2:7][CH:8]2[CH2:9][N:10]1[C:11](=[O:12])[c:13]1[n:14][c:15]([CH3:25])[s:16][c:17]1-[c:18]1[cH:19][c:20]([CH3:24])[cH:21][cH:22][cH:23]1>>[NH:1]([CH2:2][CH:3]1[CH:4]2[CH2:5][CH:6]([CH3:26])[CH2:7][CH:8]2[CH2:9][N:10]1[C:11](=[O:12])[c:13]1[n:14][c:15]([CH3:25])[s:16][c:17]1-[c:18]1[cH:19][c:20]([CH3:24])[cH:21][cH:22][cH:23]1)[C:34]([c:32]1[cH:31][cH:30][cH:29][c:28]([CH3:27])[n:33]1)=[O:35]. The reactants are C1(=CC=CC=C1)S(=O)(=O)N1N=CC=2C(=CC(=CC12)B1OC(CC(O1)(C)C)(C)C)N (1-(Phenylsulfonyl)-6-(4,4,6,6-tetramethyl-1,3,2-dioxaborinan-2-yl)-1H-indazol-4-amine), BrC1=C2C(=NC=C1)NC=C2 (4-bromo-1H-pyrrolo[2,3-b]pyridine), P(=O)([O-])([O-])[O-].[K+].[K+].[K+] (Tripotassium phosphate). The reagents and catalysts are C1=CC=C(C=C1)P([C-]2C=CC=C2)C3=CC=CC=C3.C1=CC=C(C=C1)P([C-]2C=CC=C2)C3=CC=CC=C3.Cl[Pd]Cl.[Fe+2] (Pd(dppf)Cl2). Solvent: O (water), O1CCOCC1 (1,4-dioxane), O1CCOCC1 (dioxane), O (water). Run at temperature 80 celsius. The product is C1(=CC=CC=C1)S(=O)(=O)N1N=CC=2C(=CC(=CC12)C1=C2C(=NC=C1)NC=C2)N (1-(Phenylsulfonyl)-6-(1H-pyrrolo[2,3-b]pyridin-4-yl)-1H-indazol-4-amine). Isolated yield 48.8%. Reaction SMILES: [C:1]1([S:7]([N:10]2[C:18]3[CH:17]=[C:16](B4OC(C)(C)CC(C)(C)O4)[CH:15]=[C:14]([NH2:29])[C:13]=3[CH:12]=[N:11]2)(=[O:9])=[O:8])[CH:6]=[CH:5][CH:4]=[CH:3][CH:2]=1.Br[C:31]1[CH:36]=[CH:35][N:34]=[C:33]2[NH:37][CH:38]=[CH:39][C:32]=12.P([O-])([O-])([O-])=O.[K+].[K+].[K+]>O1CCOCC1.O.C1C=CC(P(C2C=CC=CC=2)[C-]2C=CC=C2)=CC=1.C1C=CC(P(C2C=CC=CC=2)[C-]2C=CC=C2)=CC=1.Cl[Pd]Cl.[Fe+2]>[C:1]1([S:7]([N:10]2[C:18]3[CH:17]=[C:16]([C:31]4[CH:36]=[CH:35][N:34]=[C:33]5[NH:37][CH:38]=[CH:39][C:32]=45)[CH:15]=[C:14]([NH2:29])[C:13]=3[CH:12]=[N:11]2)(=[O:8])=[O:9])[CH:6]=[CH:5][CH:4]=[CH:3][CH:2]=1 |f:2.3.4.5,8.9.10.11|. Procedure: 1-(Phenylsulfonyl)-6-(4,4,6,6-tetramethyl-1,3,2-dioxaborinan-2-yl)-1H-indazol-4-amine (2 g, 4.84 mmol), 4-bromo-1H-pyrrolo[2,3-b]pyridine (0.953 g, 4.84 mmol), Pd(dppf)Cl2 (0.708 g, 0.968 mmol) and Tripotassium phosphate (3.08 g, 14.52 mmol) were divided between 2× microwave vials and dissolved in 1,4-dioxane (24 ml) and water (8.00 ml); 12 ml dioxane and 4 ml water in each vial. The mixtures were heated in the microwave at 80° C. for 20 min. Solvent was removed in vacuo and the residue was part... The reactants are CN(C)CCN(C(=O)OC(C)(C)C)c1cc([N+](=O)[O-])cc2c1OCC2, CCO. The product is CN(C)CCN(C(=O)OC(C)(C)C)c1cc(N)cc2c1OCC2. RXN SMILES: [C:1]([CH3:2])([CH3:3])([CH3:4])[O:5][C:6]([N:7]([CH2:8][CH2:9][N:10]([CH3:11])[CH3:12])[c:13]1[cH:14][c:15]([N+:22]([O-:23])=[O:24])[cH:16][c:17]2[c:21]1[O:20][CH2:19][CH2:18]2)=[O:25].[CH3:26][CH2:27][OH:28]>>[C:1]([CH3:2])([CH3:3])([CH3:4])[O:5][C:6]([N:7]([CH2:8][CH2:9][N:10]([CH3:11])[CH3:12])[c:13]1[cH:14][c:15]([NH2:22])[cH:16][c:17]2[c:21]1[O:20][CH2:19][CH2:18]2)=[O:25].